describe an organic reaction: reactants, conditions, products, and yield From a dataset of the Open Reaction Database (ORD), a public repository of structured organic reaction records. Starting materials: ClC=1C(=C(C=CC1)CN1C(=NC(C2=C1N=C(S2)N2CCOCC2)=O)SC)C (4-[(3-chloro-2-methylphenyl)methyl]-5-(methylthio)-2-(4-morpholinyl)[1,3]thiazolo[4,5-d]pyrimidin-7(4H)-one), B1(OO1)[O-].O.O.O.O.[Na+] (sodium perborate tetrahydrate), CO (Methanol). Run in [Cl-].[Na+].O (brine). The product is ClC=1C(=C(C=CC1)CN1C(=NC(C2=C1N=C(S2)N2CCOCC2)=O)OC)C (4-[(3-chloro-2-methylphenyl)methyl]-5-(methyloxy)-2-(4-morpholinyl)[1,3]thiazolo[4,5-d]pyrimidin-7(4H)-one). Yield: 42.2%. RXN SMILES: [Cl:1][C:2]1[C:3]([CH3:27])=[C:4]([CH2:8][N:9]2[C:14]3[N:15]=[C:16]([N:18]4[CH2:23][CH2:22][O:21][CH2:20][CH2:19]4)[S:17][C:13]=3[C:12](=[O:24])[N:11]=[C:10]2SC)[CH:5]=[CH:6][CH:7]=1.B1([O-])OO1.[OH2:32].O.O.O.[Na+].[CH3:37]O>[Cl-].[Na+].O>[Cl:1][C:2]1[C:3]([CH3:27])=[C:4]([CH2:8][N:9]2[C:14]3[N:15]=[C:16]([N:18]4[CH2:23][CH2:22][O:21][CH2:20][CH2:19]4)[S:17][C:13]=3[C:12](=[O:24])[N:11]=[C:10]2[O:32][CH3:37])[CH:5]=[CH:6][CH:7]=1 |f:1.2.3.4.5.6,8.9.10|. Reported procedure: A mixture of 4-[(3-chloro-2-methylphenyl)methyl]-5-(methylthio)-2-(4-morpholinyl)[1,3]thiazolo[4,5-d]pyrimidin-7(4H)-one (500 mg, 1.182 mmol) and sodium perborate tetrahydrate (700 mg, 3.85 mmol) in Methanol (5 mL) was irradiated in a microwave reactor at 110° C. for 15 min. The reaction was repeated three additional times. The four reaction mixtures were poured into brine and extracted with CH2Cl2 (4×). The combined organic extracts were washed with brine, dried over Na2SO4 and evaporated. The ... The reactants are CCOC(=O)C(OCC)OCC, CC(=O)O, CCOC(C)=O, [Na]. Yields the product CCOC(=O)CC(=O)C(OCC)OCC. Reaction SMILES: [CH2:1]([CH3:2])[O:3][CH:4]([C:5]([O:7][CH2:6][CH3:8])=[O:9])[O:10][CH2:11][CH3:12].[CH3:14][C:15](=[O:16])[OH:17].[CH3:18][CH2:19][O:20][C:21]([CH3:22])=[O:23].[Na:13]>>[CH2:1]([CH3:2])[O:3][CH:4]([C:5](=[O:7])[CH2:22][C:21]([O:20][CH2:19][CH3:18])=[O:23])[O:10][CH2:11][CH3:12]. Reactants: BrC1=CC=C2C=C(NC2=C1)C (6-bromo-2-methyl-1H-indole), [H-].[Na+] (sodium hydride), CC1(OB(OC1(C)C)OC(C)C)C (4,4,5,5-tetramethyl-2-(propan-2-yloxy)-1,3,2-dioxaborolane), [Li]CCCC (n-BuLi). The solvent is O1CCCC1 (tetrahydrofuran). Reaction conditions: temperature -40 celsius, time 30 minute. The product is CC=1NC2=CC(=CC=C2C1)B1OC(C(O1)(C)C)(C)C (2-methyl-6-(tetramethyl-1,3,2-dioxaborolan-2-yl)-1H-indole). Yield: 49.0%. As a reaction SMILES: Br[C:2]1[CH:10]=[C:9]2[C:5]([CH:6]=[C:7]([CH3:11])[NH:8]2)=[CH:4][CH:3]=1.[H-].[Na+].[Li]CCCC.[CH3:19][C:20]1([CH3:31])[C:24]([CH3:26])([CH3:25])[O:23][B:22](OC(C)C)[O:21]1>O1CCCC1>[CH3:11][C:7]1[NH:8][C:9]2[C:5]([CH:6]=1)=[CH:4][CH:3]=[C:2]([B:22]1[O:23][C:24]([CH3:26])([CH3:25])[C:20]([CH3:31])([CH3:19])[O:21]1)[CH:10]=2 |f:1.2|. Procedure: To a solution of 6-bromo-2-methyl-1H-indole (2.0 g, 9.52 mmol) in dry tetrahydrofuran (100 mL) was added sodium hydride (381 mg, 9.53 mmol) with ice-cooling. After stirring for about 30 min, a solution of n-BuLi (15 mL, 2.5 M solution in hexane) was added dropwise with stirring at −78° C. under nitrogen. It was warmed slowly to −40° C. during 45 min and stirred at this temperature for another 30 min. The mixture was cooled again below −78° C. followed by dropwise addition of 4,4,5,5-tetramethyl-... Starting materials: CI, N#Cc1ccc(Cl)cc1Oc1cc(O)cc(C=O)c1, [H-], [Na+], CN(C)C=O, O. Yields the product COc1cc(C=O)cc(Oc2cc(Cl)ccc2C#N)c1. As a reaction SMILES: [CH3:22][I:23].[Cl:1][c:2]1[cH:3][c:4]([O:10][c:11]2[cH:12][c:13]([CH:18]=[O:19])[cH:14][c:15]([OH:17])[cH:16]2)[c:5]([C:6]#[N:7])[cH:8][cH:9]1.[H-:20].[Na+:21].[O:24]=[CH:25][N:26]([CH3:27])[CH3:28].[OH2:29]>>[Cl:1][c:2]1[cH:3][c:4]([O:10][c:11]2[cH:12][c:13]([CH:18]=[O:19])[cH:14][c:15]([O:17][CH3:22])[cH:16]2)[c:5]([C:6]#[N:7])[cH:8][cH:9]1. The reactants are COc1c(Br)cc(Br)c2ccccc12, C1CCOC1, [Li]CCCC, CCCCCC, CN(C)C=O, [Cl-], [NH4+]. The product is COc1c(C=O)cc(Br)c2ccccc12. Reaction SMILES: [Br:12][c:13]1[c:14]([O:24][CH3:25])[c:15]2[cH:16][cH:17][cH:18][cH:19][c:20]2[c:21]([Br:23])[cH:22]1.[CH2:33]1[O:34][CH2:35][CH2:36][CH2:37]1.[CH2:7]([Li:8])[CH2:9][CH2:10][CH3:11].[CH3:1][CH2:2][CH2:3][CH2:4][CH2:5][CH3:6].[CH3:26][N:27]([CH:28]=[O:29])[CH3:30].[Cl-:31].[NH4+:32]>>[c:13]1([CH:28]=[O:29])[c:14]([O:24][CH3:25])[c:15]2[cH:16][cH:17][cH:18][cH:19][c:20]2[c:21]([Br:23])[cH:22]1. The reactants are ClC1=C(C=CC(=C1)Cl)CC(C(CN1N=CN=C1)=O)(C)C (4-(2,4-dichlorophenyl)-3,3-dimethyl-1-(1,2,4-triazol-1-yl)butanone), O (water), [I-].C[S+](C)C (trimethylsulphonium iodide), potassium tert.-butylate. The solvent is O1CCCC1 (tetrahydrofuran), CS(=O)C (dimethyl sulphoxide). Run at time 6 hour. Product: ClC1=C(C=CC(=C1)Cl)CC(C)(C)C1(OC1)CN1N=CN=C1 (2-(2,4-dichlorophenyl-tert.-butyl)-2-(1,2,4-triazol-1-ylmethyl)oxirane). The yield is 73.6%. RXN SMILES: [I-].[CH3:2][S+](C)C.[Cl:6][C:7]1[CH:12]=[C:11]([Cl:13])[CH:10]=[CH:9][C:8]=1[CH2:14][C:15]([CH3:25])([CH3:24])[C:16](=[O:23])[CH2:17][N:18]1[CH:22]=[N:21][CH:20]=[N:19]1.O>CS(C)=O.O1CCCC1>[Cl:6][C:7]1[CH:12]=[C:11]([Cl:13])[CH:10]=[CH:9][C:8]=1[CH2:14][C:15]([C:16]1([CH2:17][N:18]2[CH:22]=[N:21][CH:20]=[N:19]2)[CH2:2][O:23]1)([CH3:25])[CH3:24] |f:0.1|. Reported procedure: 15.7 g (71.2 mmol) of trimethylsulphonium iodide are dissolved in 16 g of dimethyl sulphoxide under an atmosphere of nitrogen. 9.4 g (71.2 mmol) of potassium tert.-butylate are added at room temperature, with cooling. The mixture is allowed to stir for 6 hours and then a solution of 20 g (64.1 mmol) of 4-(2,4-dichlorophenyl)-3,3-dimethyl-1-(1,2,4-triazol-1-yl)butanone in 30 ml of tetrahydrofuran is added. The reaction mixture is allowed to stir at room temperature for 15 hours and under reflux f...